The task is: describe an organic reaction: reactants, conditions, products, and yield. This data is from the Open Reaction Database (ORD), a public repository of structured organic reaction records. Reactants: C(=O)N (Formamide), C(C1=CC=CC=C1)OC1=CC=C(C=C1)C(CBr)=O (4'-benzyloxy-2-bromoacetophenone), C([O-])(O)=O.[Na+] (sodium bicarbonate). Run in O (Water). The product is C(C1=CC=CC=C1)OC1=CC=C(C=C1)C=1N=COC1 (4-(4-benzyloxyphenyl) oxazole). Isolated yield 16.6%. Reaction SMILES: [CH:1]([NH2:3])=[O:2].[CH2:4]([O:11][C:12]1[CH:17]=[CH:16][C:15]([C:18](=O)[CH2:19]Br)=[CH:14][CH:13]=1)[C:5]1[CH:10]=[CH:9][CH:8]=[CH:7][CH:6]=1.C(=O)(O)[O-].[Na+]>O>[CH2:4]([O:11][C:12]1[CH:13]=[CH:14][C:15]([C:18]2[N:3]=[CH:1][O:2][CH:19]=2)=[CH:16][CH:17]=1)[C:5]1[CH:6]=[CH:7][CH:8]=[CH:9][CH:10]=1 |f:2.3|. Reported procedure: Formamide (1.0ml) was added to 4'-benzyloxy-2-bromoacetophenone (3.0g) and heated at 130° to 135° C. for 1 hour. Water was added to the reaction product, and the mixture was alkalified with aqueous solution of sodium bicarbonate and then extracted with ethyl acetate. The ethyl acetate layer was washed with saturated saline, treated with activated charcoal, dried with anhydrous sodium sulfate and then concentrated. The residue was purified by column chromatography on silica gel [eluting solvent: ...